From a dataset of the Open Reaction Database (ORD), a public repository of structured organic reaction records. describe an organic reaction: reactants, conditions, products, and yield The reactants are NC=1C=C(C=NC1)C(=O)C1=CN(C=2N=C(N=CC21)NCC2=C(C=C(C=C2)OC)OC)C(CO[Si](C)(C)C(C)(C)C)(C)C ((5-aminopyridin-3-yl){7-(2-{[tert-butyl(dimethyl)silyl]oxy}-1,1-dimethylethyl)-2-[(2,4-dimethoxybenzyl)amino]-7H-pyrrolo[2,3-d]pyrimidin-5-yl}methanone), CC1=CC(=NN1CC(=O)O)C(F)(F)F ((5-methyl-3-trifluoromethyl-pyrazol-1-yl)acetic acid). Yields the product NC=1N=CC2=C(N1)N(C=C2C(=O)C=2C=C(C=NC2)NC(CN2N=C(C=C2C)C(F)(F)F)=O)C(CO)(C)C (N-(5-{[2-Amino-7-(2-hydroxy-1,1-dimethylethyl)-7H-pyrrolo[2,3-d]pyrimidin-5-yl]carbonyl}pyridin-3-yl)-2-[5-methyl-3-(trifluoromethyl)-1H-pyrazol-1-yl]acetamide). As a reaction SMILES: [NH2:1][C:2]1[CH:3]=[C:4]([C:8]([C:10]2[C:18]3[CH:17]=[N:16][C:15]([NH:19]CC4C=CC(OC)=CC=4OC)=[N:14][C:13]=3[N:12]([C:31]([CH3:42])([CH3:41])[CH2:32][O:33][Si](C(C)(C)C)(C)C)[CH:11]=2)=[O:9])[CH:5]=[N:6][CH:7]=1.[CH3:43][C:44]1[N:48]([CH2:49][C:50](O)=[O:51])[N:47]=[C:46]([C:53]([F:56])([F:55])[F:54])[CH:45]=1>>[NH2:19][C:15]1[N:16]=[CH:17][C:18]2[C:10]([C:8]([C:4]3[CH:3]=[C:2]([NH:1][C:50](=[O:51])[CH2:49][N:48]4[C:44]([CH3:43])=[CH:45][C:46]([C:53]([F:56])([F:55])[F:54])=[N:47]4)[CH:7]=[N:6][CH:5]=3)=[O:9])=[CH:11][N:12]([C:31]([CH3:41])([CH3:42])[CH2:32][OH:33])[C:13]=2[N:14]=1. Reported procedure: The title compound was prepared according to the method described for Example 46 using (5-aminopyridin-3-yl){7-(2-{[tert-butyl(dimethyl)silyl]oxy}-1,1-dimethylethyl)-2-[(2,4-dimethoxybenzyl)amino]-7H-pyrrolo[2,3-d]pyrimidin-5-yl}methanone (see Preparation 51) and (5-methyl-3-trifluoromethyl-pyrazol-1-yl)acetic acid (46.8 mg, 0.225 mmol) to afford the title compound as a brown solid in 79% yield, 82 mg. Reactants: CN(C)C=O, O=C(Cl)C(=O)Cl, ClCCl, O=C(O)C1(c2ccccc2)CCCCC1. Yields the product O=C(Cl)C1(c2ccccc2)CCCCC1. Reaction SMILES: [CH3:22][N:23]([CH3:24])[CH:25]=[O:26].[Cl:16][C:17]([C:18]([Cl:19])=[O:20])=[O:21].[Cl:27][CH2:28][Cl:29].[c:1]1([C:7]2([C:13](=[O:14])[OH:15])[CH2:8][CH2:9][CH2:10][CH2:11][CH2:12]2)[cH:2][cH:3][cH:4][cH:5][cH:6]1>>[c:1]1([C:7]2([C:13](=[O:15])[Cl:16])[CH2:8][CH2:9][CH2:10][CH2:11][CH2:12]2)[cH:2][cH:3][cH:4][cH:5][cH:6]1. Starting materials: [Br-], CCCC[N+](CCCC)(CCCC)CCCC, FC(F)Cl, [I-], [K+], [K+], C1COCCO1, [OH-], O, Sc1nnc(-c2cccs2)s1. The product is FC(F)Sc1nnc(-c2cccs2)s1. As a reaction SMILES: [Br-:21].[CH3:22][CH2:23][CH2:24][CH2:25][N+:26]([CH2:27][CH2:28][CH2:29][CH3:30])([CH2:31][CH2:32][CH2:33][CH3:34])[CH2:35][CH2:36][CH2:37][CH3:38].[Cl:16][CH:17]([F:18])[F:19].[I-:15].[K+:13].[K+:14].[O:39]1[CH2:40][CH2:41][O:42][CH2:43][CH2:44]1.[OH-:12].[OH2:20].[SH:1][c:2]1[s:3][c:4](-[c:7]2[s:8][cH:9][cH:10][cH:11]2)[n:5][n:6]1>>[S:1]([c:2]1[s:3][c:4](-[c:7]2[s:8][cH:9][cH:10][cH:11]2)[n:5][n:6]1)[CH:17]([F:18])[F:19]. The reactants are C(\C=C\C1=CC=CC=C1)=O (Trans-cinnamaldehyde), N1=CC=C(C=C1)CC(C)=O (4-pyridyl acetone). Reagents/catalysts: N1CCCCC1 (piperidine), C(C)(=O)O (acetic acid). The solvent is C1(=CC=CC=C1)C (toluene). The product is C1(=CC=CC=C1)C=CC=C(C(C)=O)C1=CC=NC=C1 (6-phenyl-3-(4-pyridinyl)hexa-3,5-dien-2-one). The yield is 17.0%. RXN SMILES: [CH:1](=O)/[CH:2]=[CH:3]/[C:4]1[CH:9]=[CH:8][CH:7]=[CH:6][CH:5]=1.[N:11]1[CH:16]=[CH:15][C:14]([CH2:17][C:18](=[O:20])[CH3:19])=[CH:13][CH:12]=1>N1CCCCC1.C(O)(=O)C.C1(C)C=CC=CC=1>[C:4]1([CH:3]=[CH:2][CH:1]=[C:17]([C:14]2[CH:15]=[CH:16][N:11]=[CH:12][CH:13]=2)[C:18](=[O:20])[CH3:19])[CH:9]=[CH:8][CH:7]=[CH:6][CH:5]=1. Procedure details: Trans-cinnamaldehyde (1.84 ml, 14.8 mmol), five drops of piperidine and five drops of acetic acid were added to a solution of 4-pyridyl acetone (2.0 g, 14.8 mmol) in toluene (25 ml). The mixture was heated to reflux for 48 hours with a Dean-Stark trap to remove water. The mixture was concentrated to give a black oil. The oil was purified by silica gel chromatography (eluted with 1:1 hexane/ethyl acetate). The desired fractions were collected, combined and concentrated to give 6-phenyl-3-(4-pyrid... The reactants are CC(Br)CCCCCCCCC(=O)O, O=C([O-])[O-], C1CCOC1, CCOC(C)=O, [K+], [K+]. Product: CC(Br)CCCCCCCCCO. RXN SMILES: [Br:1][CH:2]([CH2:3][CH2:4][CH2:5][CH2:6][CH2:7][CH2:8][CH2:9][CH2:10][C:11](=[O:12])[OH:13])[CH3:14].[C:20](=[O:21])([O-:22])[O-:23].[CH2:15]1[O:16][CH2:17][CH2:18][CH2:19]1.[CH3:26][CH2:27][O:28][C:29]([CH3:30])=[O:31].[K+:24].[K+:25]>>[Br:1][CH:2]([CH2:3][CH2:4][CH2:5][CH2:6][CH2:7][CH2:8][CH2:9][CH2:10][CH2:11][OH:12])[CH3:14]. The reactants are Cl.[N+](=O)([O-])C1=CC=C(CN)C=C1 (4-Nitrobenzylamine hydrochloride), C(C)(C)N(CC)C(C)C (diisopropylethylamine), N(CC(=O)ON1C(=O)CCC1=O)C(=O)OC(C)(C)C (BOC-Gly-OSu). The solvent is ClCCl (dichloromethane). Run at time 8 hour. Yields the product NCC(=O)O.Cl.[N+](=O)([O-])C1=CC=C(C[NH-])C=C1 (H-Gly 4-Nitrobenzylamide hydrochloride). Reaction SMILES: [ClH:1].[N+:2]([C:5]1[CH:12]=[CH:11][C:8]([CH2:9][NH2:10])=[CH:7][CH:6]=1)([O-:4])=[O:3].C(N(C(C)C)CC)(C)C.[NH:22](C(OC(C)(C)C)=O)[CH2:23][C:24]([O:26]N1C(=O)CCC1=O)=[O:25]>ClCCl>[NH2:22][CH2:23][C:24]([OH:26])=[O:25].[ClH:1].[N+:2]([C:5]1[CH:6]=[CH:7][C:8]([CH2:9][NH-:10])=[CH:11][CH:12]=1)([O-:4])=[O:3] |f:0.1,5.6.7|. Reported procedure: 4-Nitrobenzylamine hydrochloride (1 g; 5.3 mmol) and diisopropylethylamine (1.8 ml; 10.6 mmol) were dissolved in 70 ml of dichloromethane at RT. BOC-Gly-OSu (1.44 g; 5.3 mmol) was added and the solution was stirred at RT overnight. After evaporating the solvent in a rotary evaporator, the residue was taken up in 50 ml of ethyl acetate and extracted in each case 2× with 5% KHSO4, 5% NaHCO3 and distilled water. The organic phase was dried over Na2SO4, the solvent was evaporated and toluene was the...